From a dataset of the Open Reaction Database (ORD), a public repository of structured organic reaction records. describe an organic reaction: reactants, conditions, products, and yield Reactants: C1(=CC=CC=C1)P(O)=O (phenylphosphinic acid), CO (methanol), CCN=C=NCCCN(C)C (EDAC). Reagents/catalysts: CN(C1=CC=NC=C1)C (4-dimethylaminopyridine). Solvent: C1CCOC1 (THF). Run at time 24 hour. The product is C1(=CC=CC=C1)P(OC)=O (Phenylphosphinic acid, methyl ester). The yield is 22.6%. Reaction SMILES: [C:1]1([PH:7](=[O:9])[OH:8])[CH:6]=[CH:5][CH:4]=[CH:3][CH:2]=1.CO.[CH3:12]CN=C=NCCCN(C)C>CN(C)C1C=CN=CC=1.C1COCC1>[C:1]1([PH:7](=[O:8])[O:9][CH3:12])[CH:6]=[CH:5][CH:4]=[CH:3][CH:2]=1. Reported procedure: To a solution of phenylphosphinic acid (5.00 g, 35.2 mmol), anhydrous methanol (7.0 mL, 170 mmol) and 4-dimethylaminopyridine (425 mg, 3.48 mmol) in 50 mL of THF (distilled from ketyl) was added EDAC (8.05 g, 42 mmol) at room temperature. The reaction was stirred for 24 hours then partitioned between HCl solution (75 mL of 1M aq) and ethyl acetate (75 mL). The organic layer was separated, washed with HCl solution (75 mL of 1M aq), sodium bicarbonate solution (75 mL of 5% aq) then dried (sodium s... Starting materials: [BH4-], C1COCCO1, COC(=O)c1ccc(C2CCCC2)c(C(F)(F)F)c1, [Li+]. The product is OCc1ccc(C2CCCC2)c(C(F)(F)F)c1. As a reaction SMILES: [BH4-:20].[CH2:22]1[O:23][CH2:24][CH2:25][O:26][CH2:27]1.[CH:1]1([c:6]2[c:7]([C:16]([F:17])([F:18])[F:19])[cH:8][c:9]([C:10](=[O:11])[O:12][CH3:13])[cH:14][cH:15]2)[CH2:2][CH2:3][CH2:4][CH2:5]1.[Li+:21]>>[CH:1]1([c:6]2[c:7]([C:16]([F:17])([F:18])[F:19])[cH:8][c:9]([CH2:10][OH:11])[cH:14][cH:15]2)[CH2:2][CH2:3][CH2:4][CH2:5]1. Reactants: C[S-], CO, O=[N+]([O-])c1cccnc1Cl, [Na+], O. Product: CSc1ncccc1[N+](=O)[O-]. As a reaction SMILES: [CH3:13][S-:14].[CH3:1][OH:2].[Cl:3][c:4]1[n:5][cH:6][cH:7][cH:8][c:9]1[N+:10](=[O:11])[O-:12].[Na+:15].[OH2:16]>>[c:4]1([S:14][CH3:13])[n:5][cH:6][cH:7][cH:8][c:9]1[N+:10](=[O:11])[O-:12]. The reactants are Cl (HCl), BrC1=CC=C(/C=C/C(=O)OCC)C=C1 (ethyl trans-4-bromocinnamate), [H-].C(C(C)C)[Al+]CC(C)C (diisobutylaluminum hydride). Yields the product BrC1=CC=C(C=C1)C=CCO (3-(4-Bromophenyl)prop-2-ene 1-ol). The solvent is ClCCl (dichloromethane), ClCCl (dichloromethane). As a reaction SMILES: [Br:1][C:2]1[CH:14]=[CH:13][C:5](/[CH:6]=[CH:7]/[C:8](OCC)=[O:9])=[CH:4][CH:3]=1.[H-].C([Al+]CC(C)C)C(C)C.Cl>ClCCl>[Br:1][C:2]1[CH:3]=[CH:4][C:5]([CH:6]=[CH:7][CH2:8][OH:9])=[CH:13][CH:14]=1 |f:1.2|. Reported procedure: To a solution of ethyl trans-4-bromocinnamate [CAS 24393-53-1] (8 mL, 42.6 mmol) in anhydrous dichloromethane (150 mL) under N2 was added dropwise diisobutylaluminum hydride in dichloromethane (128 mL, 1M, 128 mmol) at −78° C. Following the addition, the mixture was allowed to warm from −78° C. to −30° C. over two hours. The mixture was then cooled back to −78° C. and aqueous 1 N HCl was added. The organic layer was separated, dried with MgSO4, filtered and concentrated under reduced pressure to... Conditions: temperature -78 celsius.